From a dataset of the Open Reaction Database (ORD), a public repository of structured organic reaction records. describe an organic reaction: reactants, conditions, products, and yield Run in C(Cl)Cl (CH2Cl2), C(Cl)Cl (CH2Cl2), C(Cl)Cl (CH2Cl2). Reported procedure: A solution of 0.2 mL (2.2 mmol) of oxalyl chloride in 4 mL of CH2Cl2 at −78° C. was treated with 0.32 mL (4.5 mmol) of DMSO in 0.5 mL of CH2Cl2 maintaining the temperature at less than 60° C. The resulting mixture was stirred cold for 5 min. A solution of 211 mg (0.94 mmol) of 2,2-dimethyl-3-hydroxypropionic acid, para-methoxybenzyl ester (from Step A) in 1 mL of CH2Cl2 was added maintaining the temperature at less than −60° C. The resulting mixture was stirred cold for 15 min. The mixture was t... Reaction SMILES: C(Cl)(=O)C(Cl)=O.CS(C)=O.[CH3:11][C:12]([CH3:27])([CH2:25][OH:26])[C:13]([O:15][CH2:16][C:17]1[CH:22]=[CH:21][C:20]([O:23][CH3:24])=[CH:19][CH:18]=1)=[O:14].CCN(C(C)C)C(C)C>C(Cl)Cl>[CH:25]([C:12]([CH3:27])([CH3:11])[C:13]([O:15][CH2:16][C:17]1[CH:18]=[CH:19][C:20]([O:23][CH3:24])=[CH:21][CH:22]=1)=[O:14])=[O:26]. Reactants: CC(C(=O)OCC1=CC=C(C=C1)OC)(CO)C (2,2-dimethyl-3-hydroxypropionic acid, para-methoxybenzyl ester), C(C(=O)Cl)(=O)Cl (oxalyl chloride), CS(=O)C (DMSO), CCN(C(C)C)C(C)C (DIEA). Run at temperature 0 celsius, time 5 minute. The product is C(=O)C(C(=O)OCC1=CC=C(C=C1)OC)(C)C (2-Formyl-2-methyl-propionic acid, para-methoxybenzyl ester).